The task is: describe an organic reaction: reactants, conditions, products, and yield. This data is from the Open Reaction Database (ORD), a public repository of structured organic reaction records. Procedure details: A suspension of the 5-methoxyisophthalamide (3.1 g, 16 mmol) in a dichloromethane (27 mL) at 0° C. was treated with pyridine (5.2 mL, 65 mol) and then trifluoroacetic anhydride drop-wise (5.4 mL, 39 mmol). The reaction was stirred at 0° C. for 20 minutes and then stirred overnight at ambient temperature. The reaction mixture was washed with water and saturated brine, dried over anhydrous sodium sulfate, filtered and concentrated. Silica gel chromatography using hexanes:ethyl acetate:dichlorometh... Product: COC=1C=C(C=C(C#N)C1)C#N (5-methoxyisophthalonitrile). The solvent is ClCCl (dichloromethane). Reactants: N1=CC=CC=C1 (pyridine), COC=1C=C(C=C(C(=O)N)C1)C(=O)N (5-methoxyisophthalamide), FC(C(=O)OC(C(F)(F)F)=O)(F)F (trifluoroacetic anhydride). Conditions: temperature 0 celsius, time 20 minute. The yield is 37.1%. Reaction SMILES: [CH3:1][O:2][C:3]1[CH:4]=[C:5]([C:12]([NH2:14])=O)[CH:6]=[C:7]([CH:11]=1)[C:8]([NH2:10])=O.N1C=CC=CC=1.FC(F)(F)C(OC(=O)C(F)(F)F)=O>ClCCl>[CH3:1][O:2][C:3]1[CH:4]=[C:5]([C:12]#[N:14])[CH:6]=[C:7]([CH:11]=1)[C:8]#[N:10]. The reactants are PdCl2(dppf)(CH2Cl2), BrC=1C(=NC=C(C(=O)NC2=CC=C(C=C2)OC(F)(F)F)C1)N1C[C@@H](CC1)O ((R)-5-bromo-6-(3-hydroxypyrrolidin-1-yl)-N-(4-(trifluoromethoxy)phenyl)nicotinamide), C1=NC=CC2=CC=C(C=C12)B(O)O (isoquinolin-7-ylboronic acid), C(=O)([O-])[O-].[Na+].[Na+] (Na2CO3). Run in COCCOC (DME). Yields the product O[C@H]1CN(CC1)C1=NC=C(C(=O)NC2=CC=C(C=C2)OC(F)(F)F)C=C1C1=CC=C2C=CN=CC2=C1 ((R)-6-(3-Hydroxypyrrolidin-1-yl)-5-(isoquinolin-7-yl)-N-(4-(trifluoromethoxy)phenyl)nicotinamide). As a reaction SMILES: Br[C:2]1[C:3]([N:22]2[CH2:26][CH2:25][C@@H:24]([OH:27])[CH2:23]2)=[N:4][CH:5]=[C:6]([CH:21]=1)[C:7]([NH:9][C:10]1[CH:15]=[CH:14][C:13]([O:16][C:17]([F:20])([F:19])[F:18])=[CH:12][CH:11]=1)=[O:8].[CH:28]1[C:37]2[C:32](=[CH:33][CH:34]=[C:35](B(O)O)[CH:36]=2)[CH:31]=[CH:30][N:29]=1.C([O-])([O-])=O.[Na+].[Na+]>COCCOC>[OH:27][C@@H:24]1[CH2:25][CH2:26][N:22]([C:3]2[C:2]([C:35]3[CH:36]=[C:37]4[C:32]([CH:31]=[CH:30][N:29]=[CH:28]4)=[CH:33][CH:34]=3)=[CH:21][C:6]([C:7]([NH:9][C:10]3[CH:15]=[CH:14][C:13]([O:16][C:17]([F:20])([F:19])[F:18])=[CH:12][CH:11]=3)=[O:8])=[CH:5][N:4]=2)[CH2:23]1 |f:2.3.4|. Reported procedure: A mixture of (R)-5-bromo-6-(3-hydroxypyrrolidin-1-yl)-N-(4-(trifluoromethoxy)phenyl)nicotinamide (Stage 35.1, 60 mg, 0.134 mmol), isoquinolin-7-ylboronic acid (35 mg, 0.202 mmol), 2 M Na2CO3 (0.134 mL) and DME (4 mL) was flushed with argon. PdCl2(dppf)(CH2Cl2) (11 mg, 0.013 mmol) was added and the mixture was subjected to MW irradiation at 140° C. for 30 min. The RM was filtered through a PL-Thiol MP SPE cartridge (StratoSpheres™, 6 mL), the cartridge was washed with MeOH and the solvent was eva... Starting materials: COC1=C(C=O)C=C(C=C1OC)[N+](=O)[O-] (2,3-dimethoxy-5-nitrobenzaldehyde), Br (hydrobromic acid). Run in C(C)(=O)O (acetic acid). Run at time 7 hour. Product: OC1=C(C=O)C=C(C=C1O)[N+](=O)[O-] (2,3-dihydroxy-5-nitro-benzaldehyde). As a reaction SMILES: C[O:2][C:3]1[C:10]([O:11]C)=[CH:9][C:8]([N+:13]([O-:15])=[O:14])=[CH:7][C:4]=1[CH:5]=[O:6].Br>C(O)(=O)C>[OH:2][C:3]1[C:10]([OH:11])=[CH:9][C:8]([N+:13]([O-:15])=[O:14])=[CH:7][C:4]=1[CH:5]=[O:6]. Procedure details: 10.0 g of 2,3-dimethoxy-5-nitrobenzaldehyde are treated with 50 ml of glacial acetic acid and 50 ml of constant-boiling hydrobromic acid and held at the reflux temperature for 7 hours. After treatment with ice the separated precipitate is filtered under suction, washed with water and taken up in ethyl acetate. The organic phase is dried over sodium sulfate and evaporated. The crude product obtained is filtered over silica gel with ethyl acetate. After crystallization from ethyl acetate/hexane th... Starting materials: IC1=CC=NC(=C1C(=O)O)OC (4-iodo-2-methoxynicotinic acid), Cl.C1(CCCCC1)NN (cyclohexyl hydrazine hydrochloride), CCN=C=NCCCN(C)C.Cl (EDCI hydrochloride), C=1C=CC2=C(C1)N=NN2O (HOBt). Run in O (water), CN(C)C=O (DMF), C(C)N(CC)CC (triethylamine). Yields the product C1(CCCCC1)NNC(C1=C(N=CC=C1I)OC)=O (N′-cyclohexyl-4-iodo-2-methoxynicotinohydrazide). The yield is 68.6%. Reaction SMILES: [I:1][C:2]1[C:7]([C:8]([OH:10])=O)=[C:6]([O:11][CH3:12])[N:5]=[CH:4][CH:3]=1.Cl.[CH:14]1([NH:20][NH2:21])[CH2:19][CH2:18][CH2:17][CH2:16][CH2:15]1.CCN=C=NCCCN(C)C.Cl.C1C=CC2N(O)N=NC=2C=1>CN(C=O)C.O.C(N(CC)CC)C>[CH:14]1([NH:20][NH:21][C:8](=[O:10])[C:7]2[C:2]([I:1])=[CH:3][CH:4]=[N:5][C:6]=2[O:11][CH3:12])[CH2:19][CH2:18][CH2:17][CH2:16][CH2:15]1 |f:1.2,3.4|. Procedure details: A solution of 4-iodo-2-methoxynicotinic acid (558 mg), cyclohexyl hydrazine hydrochloride (362 mg), EDCI hydrochloride (575 mg), HOBt (405 mg) and triethylamine (304 mg) in DMF (10 mL) was stirred overnight at room temperature. To the reaction mixture was added water, and the mixture was extracted with ethyl acetate. The organic layer was dried over anhydrous sodium sulfate, and concentrated under reduced pressure. The residue was purified by silica gel column chromatography (ethyl acetate/hexan... Yield: 46.9%. As a reaction SMILES: Cl[C:2]1[CH:7]=[C:6]([O:8][CH3:9])[C:5]([N+:10]([O-:12])=[O:11])=[CH:4][N:3]=1.[NH:13]1[CH2:17][CH2:16][CH2:15][CH2:14]1>>[CH3:9][O:8][C:6]1[C:5]([N+:10]([O-:12])=[O:11])=[CH:4][N:3]=[C:2]([N:13]2[CH2:17][CH2:16][CH2:15][CH2:14]2)[CH:7]=1. Procedure: The process is carried out according to the method described in step 5.1, using 5.4 g (28.64 mmol) of 2-chloro-4-methoxy-5-nitropyridine (WO 03/080610) and 4.53 g (63 mmol) of pyrrolidine. The product obtained is, in this case, purified by silica column chromatography, elution being carried out with a mixture of heptane and ethyl acetate. 3 g of the expected product are thus isolated. Reactants: ClC1=NC=C(C(=C1)OC)[N+](=O)[O-] (2-chloro-4-methoxy-5-nitropyridine), N1CCCC1 (pyrrolidine). Product: COC1=CC(=NC=C1[N+](=O)[O-])N1CCCC1 (4-Methoxy-5-nitro-2-(pyrrolidin-1-yl)pyridine). The reactants are CCNCC, CCN(C(C)C)C(C)C, CCCP(=O)(O)O, Cn1ncc(C(=O)O)c1C(=O)Nc1ccn2nc(N3CCOCC3)nc2c1, C1CCOC1. Product: CCN(CC)C(=O)c1cnn(C)c1C(=O)Nc1ccn2nc(N3CCOCC3)nc2c1. Reaction SMILES: [CH2:28]([CH3:29])[NH:30][CH2:31][CH3:32].[CH2:33]([N:34]([CH:35]([CH3:36])[CH3:37])[CH:38]([CH3:39])[CH3:40])[CH3:41].[CH2:42]([P:43](=[O:44])([OH:45])[OH:46])[CH2:47][CH3:48].[CH3:1][n:2]1[n:3][cH:4][c:5]([C:25](=[O:26])[OH:27])[c:6]1[C:7]([NH:8][c:9]1[cH:10][c:11]2[n:12]([cH:13][cH:14]1)[n:15][c:16]([N:18]1[CH2:19][CH2:20][O:21][CH2:22][CH2:23]1)[n:17]2)=[O:24].[O:49]1[CH2:50][CH2:51][CH2:52][CH2:53]1>>[CH3:1][n:2]1[n:3][cH:4][c:5]([C:25](=[O:26])[N:30]([CH2:28][CH3:29])[CH2:31][CH3:32])[c:6]1[C:7]([NH:8][c:9]1[cH:10][c:11]2[n:12]([cH:13][cH:14]1)[n:15][c:16]([N:18]1[CH2:19][CH2:20][O:21][CH2:22][CH2:23]1)[n:17]2)=[O:24]. Starting materials: COC(=O)C=1N=C2N(C(C1OCC1=CC=CC=C1)=O)C=C(C=C2)CN2CCOCC2 (3-benzyloxy-7-morpholin-4-ylmethyl-4-oxo-4H-pyrido[1,2-a]pyrimidine-2-carboxylic acid methyl ester), O.NN (hydrazine hydrate). Solvent: CO (methanol). Conditions: time 1 hour. Yields the product C(C1=CC=CC=C1)OC1=C(N=C2N(C1=O)C=C(C=C2)CN2CCOCC2)C(=O)NN (3-benzyloxy-7-morpholin-4-ylmethyl-4-oxo-4H-pyrido[1,2-a]pyrimidine-2-carboxylic acid hydrazide). Yield: 80.8%. As a reaction SMILES: C[O:2][C:3]([C:5]1[N:6]=[C:7]2[CH:23]=[CH:22][C:21]([CH2:24][N:25]3[CH2:30][CH2:29][O:28][CH2:27][CH2:26]3)=[CH:20][N:8]2[C:9](=[O:19])[C:10]=1[O:11][CH2:12][C:13]1[CH:18]=[CH:17][CH:16]=[CH:15][CH:14]=1)=O.O.[NH2:32][NH2:33]>CO>[CH2:12]([O:11][C:10]1[C:9](=[O:19])[N:8]2[CH:20]=[C:21]([CH2:24][N:25]3[CH2:26][CH2:27][O:28][CH2:29][CH2:30]3)[CH:22]=[CH:23][C:7]2=[N:6][C:5]=1[C:3]([NH:32][NH2:33])=[O:2])[C:13]1[CH:18]=[CH:17][CH:16]=[CH:15][CH:14]=1 |f:1.2|. Reported procedure: To a solution of 3-benzyloxy-7-morpholin-4-ylmethyl-4-oxo-4H-pyrido[1,2-a]pyrimidine-2-carboxylic acid methyl ester (AU2007001980) (1 g, 2.44 mmol) in methanol (15 ml), hydrazine hydrate (1.44 g, 85% content, 24.4 mmol) was added at room temperature. The mixture was stirred for 1 hour. After most of the solvent was evaporated under reduced pressure, 15 ml of water was added. The mixture was extracted with dichloromethane three times, and the extracts were washed with brine, dried over anhydrous ... Reactants: COC1=CC=C(C=CC(=O)O)C=C1 (4-methoxycinnamic acid), [H][H] (hydrogen). The reagents and catalysts are [Pd] (Palladium-on-carbon). The solvent is CO (methanol). Product: COC1=CC=C(C=C1)CCC(=O)O (3-(4-methoxyphenyl)propionic acid). The yield is 100.5%. Reaction SMILES: [CH3:1][O:2][C:3]1[CH:13]=[CH:12][C:6]([CH:7]=[CH:8][C:9]([OH:11])=[O:10])=[CH:5][CH:4]=1.[H][H]>CO.[Pd]>[CH3:1][O:2][C:3]1[CH:4]=[CH:5][C:6]([CH2:7][CH2:8][C:9]([OH:11])=[O:10])=[CH:12][CH:13]=1. Procedure details: 10% Palladium-on-carbon (200 mg) was added to a solution of 5.34 g of 4-methoxycinnamic acid in methanol, and the mixture was stirred under hydrogen until hydrogen gas absorption ceased. The catalyst was filtered off, and the filtrate was concentrated under reduced pressure to give 5.43 g of 3-(4-methoxyphenyl)propionic acid. Reactants: N#Cc1ccc(C(=O)O)cc1, COC(=O)C(Cc1cccc2ccccc12)NC(=O)C(CC(=O)OC(C)(C)C)NC(=O)c1cccc(N)c1. The product is COC(=O)C(Cc1cccc2ccccc12)NC(=O)C(CC(=O)OC(C)(C)C)NC(=O)c1cccc(NC(=O)c2ccc(C#N)cc2)c1. Reaction SMILES: [C:1](#[N:2])[c:3]1[cH:4][cH:5][c:6]([C:7](=[O:8])[OH:9])[cH:10][cH:11]1.[CH3:12][O:13][C:14]([CH:15]([NH:16][C:17]([CH:18]([NH:19][C:20]([c:21]1[cH:22][c:23]([NH2:27])[cH:24][cH:25][cH:26]1)=[O:28])[CH2:29][C:30](=[O:31])[O:32][C:33]([CH3:34])([CH3:35])[CH3:36])=[O:37])[CH2:38][c:39]1[cH:40][cH:41][cH:42][c:43]2[cH:44][cH:45][cH:46][cH:47][c:48]12)=[O:49]>>[C:1](#[N:2])[c:3]1[cH:4][cH:5][c:6]([C:7](=[O:9])[NH:27][c:23]2[cH:22][c:21]([C:20]([NH:19][CH:18]([C:17]([NH:16][CH:15]([C:14]([O:13][CH3:12])=[O:49])[CH2:38][c:39]3[cH:40][cH:41][cH:42][c:43]4[cH:44][cH:45][cH:46][cH:47][c:48]34)=[O:37])[CH2:29][C:30](=[O:31])[O:32][C:33]([CH3:34])([CH3:35])[CH3:36])=[O:28])[cH:26][cH:25][cH:24]2)[cH:10][cH:11]1. The reactants are CSc1ccc(-c2nc3c(s2)CCNC3)cc1, CCN(C(C)C)C(C)C, O=C(Cl)OCc1ccccc1, ClCCl, C1CCOC1. Product: CSc1ccc(-c2nc3c(s2)CCN(C(=O)OCc2ccccc2)C3)cc1. RXN SMILES: [CH3:1][S:2][c:3]1[cH:4][cH:5][c:6](-[c:9]2[s:10][c:11]3[c:12]([n:17]2)[CH2:13][NH:14][CH2:15][CH2:16]3)[cH:7][cH:8]1.[CH:18]([N:19]([CH2:20][CH3:21])[CH:22]([CH3:23])[CH3:24])([CH3:25])[CH3:26].[Cl:27][C:28](=[O:29])[O:30][CH2:31][c:32]1[cH:33][cH:34][cH:35][cH:36][cH:37]1.[Cl:38][CH2:39][Cl:40].[O:41]1[CH2:42][CH2:43][CH2:44][CH2:45]1>>[CH3:1][S:2][c:3]1[cH:4][cH:5][c:6](-[c:9]2[s:10][c:11]3[c:12]([n:17]2)[CH2:13][N:14]([C:28](=[O:29])[O:30][CH2:31][c:32]2[cH:33][cH:34][cH:35][cH:36][cH:37]2)[CH2:15][CH2:16]3)[cH:7][cH:8]1.